Dataset: the Open Reaction Database (ORD), a public repository of structured organic reaction records. Task: describe an organic reaction: reactants, conditions, products, and yield The reactants are C1(=CC=CC=C1)C(=C)C1=CC=CC=C1 (1,1-Diphenylethylene), C(C)(=O)O (acetic acid), C=O (paraformaldehyde), Cl (hydrogen chloride), Cl (hydrogen chloride). Solvent: O (water). Reaction conditions: temperature 30 celsius, time 3.5 hour. The product is C1(=CC=CC=C1)C(=CCCl)C1=CC=CC=C1 (3,3-Diphenylallyl Chloride). Yield: 99.7%. RXN SMILES: [C:1]1([C:7]([C:9]2[CH:14]=[CH:13][CH:12]=[CH:11][CH:10]=2)=[CH2:8])[CH:6]=[CH:5][CH:4]=[CH:3][CH:2]=1.[C:15](O)(=O)C.C=O.[ClH:21]>O>[C:1]1([C:7]([C:9]2[CH:10]=[CH:11][CH:12]=[CH:13][CH:14]=2)=[CH:8][CH2:15][Cl:21])[CH:6]=[CH:5][CH:4]=[CH:3][CH:2]=1. Procedure: A 300-ml reaction flask was charged with 54.13 g (0.3 mol) of 1,1-diphenylethylene (9a), 108.26 g of acetic acid and 13.51 g (0.45 mol) of paraformaldehyde, and 13.67 g (0.375 mol) of hydrogen chloride was blown in with stirring at 30° C. for 3.5 hours. The reaction temperature was kept at 30° C. by cooling because of weak heat development. The blowing-in of hydrogen chloride was stopped, and the solution was stirred at the same temperature for 2 hours, followed by standing overnight. The reacti...